This data is from the Open Reaction Database (ORD), a public repository of structured organic reaction records. The task is: describe an organic reaction: reactants, conditions, products, and yield Reaction SMILES: BrC1C(N2CCN(C(NC3C=CC=CC=3)=O)CC2)=C2N=C(C3C=CC(N(C)C)=CC=3)NC2=NC=1.[Br:35][C:36]1[C:37]([N:46]2[CH2:51][CH2:50][N:49]([CH2:52][C:53]3[CH:54]=[N:55][C:56]([C:59]([F:62])([F:61])[F:60])=[CH:57][CH:58]=3)[CH2:48][CH2:47]2)=[C:38]([N+:43]([O-])=O)[C:39]([NH2:42])=[N:40][CH:41]=1.[O-]S(S([O-])=O)=O.[Na+].[Na+].[CH3:71][O:72][C:73]1[CH:78]=[CH:77][C:76]([CH:79]=O)=[CH:75][CH:74]=1>C(O)C.CN(C=O)C>[Br:35][C:36]1[C:37]([N:46]2[CH2:51][CH2:50][N:49]([CH2:52][C:53]3[CH:54]=[N:55][C:56]([C:59]([F:62])([F:61])[F:60])=[CH:57][CH:58]=3)[CH2:48][CH2:47]2)=[C:38]2[N:43]=[C:79]([C:76]3[CH:77]=[CH:78][C:73]([O:72][CH3:71])=[CH:74][CH:75]=3)[NH:42][C:39]2=[N:40][CH:41]=1 |f:2.3.4|. The product is BrC=1C(=C2C(=NC1)NC(=N2)C2=CC=C(C=C2)OC)N2CCN(CC2)CC=2C=NC(=CC2)C(F)(F)F (6-Bromo-2-(4-methoxyphenyl)-7-(4-((6-(trifluoromethyl)pyridin-3-yl)methyl)piperazin-1-yl)-3H-imidazo[4,5-b]pyridine). Starting materials: BrC=1C(=C2C(=NC1)NC(=N2)C2=CC=C(C=C2)N(C)C)N2CCN(CC2)C(=O)NC2=CC=CC=C2 (4-(6-bromo-2-(4-(dimethylamino)phenyl)-3H-imidazo[4,5-b]pyridin-7-yl)-N-phenylpiperazine-1-carboxamide), COC1=CC=C(C=C1)C=O (4-methoxybenzene carboxaldehyde), BrC=1C(=C(C(=NC1)N)[N+](=O)[O-])N1CCN(CC1)CC=1C=NC(=CC1)C(F)(F)F (5-bromo-3-nitro-4-(4-((6-(trifluoromethyl)pyridin-3-yl)methyl)piperazin-1-yl)pyridin-2-amine), [O-]S(=O)S(=O)[O-].[Na+].[Na+] (Na2S2O4). Run at time 6 hour. Run in C(C)O (ethanol), CN(C)C=O (DMF). The yield is 42.5%. Reported procedure: This was prepared using the same procedure as for 4-(6-bromo-2-(4-(dimethylamino)phenyl)-3H-imidazo[4,5-b]pyridin-7-yl)-N-phenylpiperazine-1-carboxamide, but here using 5-bromo-3-nitro-4-(4-((6-(trifluoromethyl)pyridin-3-yl)methyl)piperazin-1-yl)pyridin-2-amine (20 mg, 0.043 mmol), DMF (0.15 mL), ethanol (0.85 mL), 1M Na2S2O4 (3 eq, 0.13 mmol, 0.13 mL) and 4-methoxybenzene carboxaldehyde (1.1 eq, 0.048 mmol, 6.5 mg). After 6 h, concentration in vacuo and purification by preparative tlc (CH2Cl2-M... Reactants: C(C)(C)OC1=C2C(C(=C(NC2=CC=N1)C)C(=O)OCC1=CC=CC=C1)C1=C(C=CC=C1)C(F)(F)F (benzyl (±)-1,4-dihydro-5-isopropoxy-2-methyl-4-(2-trifluoromethylphenyl)-1,6-naphthyridine-3-carboxylate), C (charcoal), [H][H] (hydrogen). The reagents and catalysts are [Pd] (palladium). Run in C(C)O (ethanol). Reaction conditions: time 30 minute. Yields the product C(C)(C)OC1=C2C(C(=C(NC2=CC=N1)C)C(=O)O)C1=C(C=CC=C1)C(F)(F)F ((±)-1,4-dihydro-5-isopropoxy-2-methyl-4-(2-trifluoromethylphenyl)-1,6-naphthyridine-3-carboxylic acid). As a reaction SMILES: [CH:1]([O:4][C:5]1[N:14]=[CH:13][CH:12]=[C:11]2[C:6]=1[CH:7]([C:26]1[CH:31]=[CH:30][CH:29]=[CH:28][C:27]=1[C:32]([F:35])([F:34])[F:33])[C:8]([C:16]([O:18]CC1C=CC=CC=1)=[O:17])=[C:9]([CH3:15])[NH:10]2)([CH3:3])[CH3:2].C.[H][H]>C(O)C.[Pd]>[CH:1]([O:4][C:5]1[N:14]=[CH:13][CH:12]=[C:11]2[C:6]=1[CH:7]([C:26]1[CH:31]=[CH:30][CH:29]=[CH:28][C:27]=1[C:32]([F:34])([F:35])[F:33])[C:8]([C:16]([OH:18])=[O:17])=[C:9]([CH3:15])[NH:10]2)([CH3:3])[CH3:2]. Procedure: Three g (6.2 mMol) benzyl (±)-1,4-dihydro-5-isopropoxy-2-methyl-4-(2-trifluoromethylphenyl)-1,6-naphthyridine-3-carboxylate are hydrogenated at normal pressure and at ambient temperature with the use of 1.5 g 10% palladium on active charcoal in 100 ml ethanol. The take up of hydrogen is finished after 30 minutes. The catalyst is filtered off, the solvent is distilled off in a vacuum and the colorless, crystalline residue is recrystallized from diisopropyl ether/ethyl acetate. There is obtained (... Reactants: COCCO[AlH2-]OCCOC.[Na+] (Red-al), N1=CC=C(C=C1)CSC(C(=O)OCC)C (ethyl 2-(4-pyridylmethylthio)propionate). Solvent: O1CCCC1 (tetrahydrofuran). Run at time 16 hour. The product is OC(C1=CC=NC=C1)SC(C)C (oil). Reaction SMILES: C[O:2]CCO[AlH2-]OCCOC.[Na+].[N:13]1[CH:18]=[CH:17][C:16]([CH2:19][S:20][CH:21]([CH3:27])[C:22](OCC)=O)=[CH:15][CH:14]=1>O1CCCC1>[OH:2][CH:19]([S:20][CH:21]([CH3:27])[CH3:22])[C:16]1[CH:17]=[CH:18][N:13]=[CH:14][CH:15]=1 |f:0.1|. Procedure details: Red-al [70% solution of sodium bis(2-methoxyethyl)- aluminum hydride in benzene, 1.2 g., 1.1 ml., 5.86 mmoles]was cooled under nitrogen in an ice bath. A solution of ethyl 2-(4-pyridylmethylthio)propionate in 10 ml. of dry tetrahydrofuran was added dropwise over 10 minutes. The mixture was then heated and gently refluxed for 1 hour and then stirred at room temperature for approximately 16 hours. The reaction mixture was poured into 40 ml. of ice cold 1N HCl and salts removed by filtration. The f... Starting materials: C(C1=CC=CC=C1)N1C=CC2=CC=CC(=C12)Br (1-Benzyl-7-bromo-1H-indole), C([O-])([O-])=O.[K+].[K+] (potassium carbonate), FC(OC1=CC=C(C=C1)B(O)O)(F)F (4-trifluoromethoxyphenylboronic acid), ClCCl (dichloromethane). Reagents/catalysts: C1=CC=C(C=C1)P([C-]2C=CC=C2)C3=CC=CC=C3.C1=CC=C(C=C1)P([C-]2C=CC=C2)C3=CC=CC=C3.Cl[Pd]Cl.[Fe+2] ([1,1′-bis(diphenylphosphino)ferrocene]dichloropalladium). The solvent is O1CCOCC1 (dioxane), CCCCCC (hexane), O (water). Product: C(C1=CC=CC=C1)N1C=CC2=CC=CC(=C12)C1=CC=C(C=C1)OC(F)(F)F (1-Benzyl-7-[4-(trifluoromethoxy)phenyl]-1H-indole). Yield: 49.6%. RXN SMILES: [CH2:1]([N:8]1[C:16]2[C:11](=[CH:12][CH:13]=[CH:14][C:15]=2Br)[CH:10]=[CH:9]1)[C:2]1[CH:7]=[CH:6][CH:5]=[CH:4][CH:3]=1.[F:18][C:19]([F:31])([F:30])[O:20][C:21]1[CH:26]=[CH:25][C:24](B(O)O)=[CH:23][CH:22]=1.ClCCl.C(=O)([O-])[O-].[K+].[K+]>O1CCOCC1.O.C1C=CC(P(C2C=CC=CC=2)[C-]2C=CC=C2)=CC=1.C1C=CC(P(C2C=CC=CC=2)[C-]2C=CC=C2)=CC=1.Cl[Pd]Cl.[Fe+2].CCCCCC>[CH2:1]([N:8]1[C:16]2[C:11](=[CH:12][CH:13]=[CH:14][C:15]=2[C:24]2[CH:23]=[CH:22][C:21]([O:20][C:19]([F:18])([F:30])[F:31])=[CH:26][CH:25]=2)[CH:10]=[CH:9]1)[C:2]1[CH:7]=[CH:6][CH:5]=[CH:4][CH:3]=1 |f:3.4.5,8.9.10.11|. Reported procedure: 1-Benzyl-7-bromo-1H-indole (0.677 g, 2.37 mmol) was coupled to 4-trifluoromethoxyphenylboronic acid (0.585 g, 2.84 mmol), using [1,1′-bis(diphenylphosphino)ferrocene]dichloropalladium (II) complex with dichloromethane (1:1) (0.0585 g, 0.0716 mmol), and potassium carbonate (0.492 g, 3.56 mmol), in dioxane (18 mL) and water (1.8 mL), according to the procedure described in Step 1 of Example 11. Purication by HPLC using hexane as the mobile phase yielded the title compound as a sage green solid (0.... Starting materials: ClC=1OC2=C(N1)C=CC=C2 (2-chlorobenzo[d]oxazole), CC(C)O (2-propanol), CN1C(CCC1)=O (N-methyl-2-pyrrolidinone), FC1=C(C(=O)NC2=CC(=CC=C2)C=2N=C3SC=CN3C2C2=NC(=NC=C2)NC2=CC=C(C=C2)N2CCN(CC2)CCCOC)C(=CC=C1)F (2,6-difluoro-N-(3-(5-(2-((4-(4-(3-methoxypropyl)piperazin-1-yl)phenyl)amino)pyrimidin-4-yl)imidazo[2,1-b][1,3]thiazol-6-yl)phenyl)benzamide). The product is COC1=CC=C(C=C1)C1=CN=C(O1)NC=1C=C(C=CC1)C=1N=C2SC=CN2C1C1=NC(=NC=C1)NC1=CC=C(C=C1)N1CCOCC1 (4-(6-(3-((5-(4-methoxyphenyl)-1,3-oxazol-2-yl)amino)phenyl)imidazo[2,1-b][1,3]thiazol-5-yl)-N-(4-morpholin-4-ylphenyl)pyrimidin-2-amine). As a reaction SMILES: Cl[C:2]1[O:3][C:4]2[CH:10]=[CH:9][CH:8]=[CH:7][C:5]=2N=1.C[N:12]1CC[CH2:14][C:13]1=O.FC1C=CC=C(F)C=1[C:21]([NH:23][C:24]1[CH:29]=[CH:28][CH:27]=[C:26]([C:30]2[N:31]=[C:32]3[N:36]([C:37]=2[C:38]2[CH:43]=[CH:42][N:41]=[C:40]([NH:44][C:45]4[CH:50]=[CH:49][C:48]([N:51]5[CH2:56][CH2:55]N(CCCOC)[CH2:53][CH2:52]5)=[CH:47][CH:46]=4)[N:39]=2)[CH:35]=[CH:34][S:33]3)[CH:25]=1)=[O:22].CC([OH:70])C>>[CH3:2][O:3][C:4]1[CH:10]=[CH:9][C:8]([C:14]2[O:22][C:21]([NH:23][C:24]3[CH:25]=[C:26]([C:30]4[N:31]=[C:32]5[N:36]([C:37]=4[C:38]4[CH:43]=[CH:42][N:41]=[C:40]([NH:44][C:45]6[CH:50]=[CH:49][C:48]([N:51]7[CH2:52][CH2:53][O:70][CH2:55][CH2:56]7)=[CH:47][CH:46]=6)[N:39]=4)[CH:35]=[CH:34][S:33]5)[CH:27]=[CH:28][CH:29]=3)=[N:12][CH:13]=2)=[CH:7][CH:5]=1. Reported procedure: The title compound was prepared as described in EXAMPLE 142 substituting EXAMPLE 192B for 2-chlorobenzo[d]oxazole, N-methyl-2-pyrrolidinone for 2-propanol and microwave heating in a Biotage Initiator 2 monomode microwave reactor at 210° C. for 2 hours instead of 80° C. for 18 hours. MS (ESI(+)) m/e 643 (M+H)+; 1H-NMR (300 MHz, DMSO-d6) □ 10.40 (s, 1H), 9.60 (s, 1H), 8.76 (br s, 1H), 8.21 (d, 1H), 7.93 (m, 1H), 7.71 (m, 1H), 7.57-7.40 (m, 6H), 7.28 (s, 1H), 7.17 (m, 1H), 6.99 (m, 4H), 6.60 (d, 1H... The reactants are COC(=O)C1=CC=C(C=C1)B(O)O (4-Methoxycarbonyl-phenyl Boronic Acid), C(=O)([O-])[O-].[Na+].[Na+] (Na2CO3), BrC1=C2/C(/C(NC2=CC=C1[N+](=O)[O-])=O)=C/C=1NC=CC1OC ((Z)-4-bromo-1,3-dihydro-3-[(3-methoxy-1H-pyrrol-2-yl)methylene]-5-nitro-2H-indol-2-one), BrC1=C2/C(/C(NC2=CC=C1[N+](=O)[O-])=O)=C/C=1NC=CC1OC ((Z)-4-bromo-1,3-dihydro-3-[(3-methoxy-1H-pyrrol-2-yl)methylene]-5-nitro-2H-indol-2-one). Solvent: COCCOC (DME). Yields the product COC(C1=CC=C(C=C1)C1=C2/C(/C(NC2=CC=C1[N+](=O)[O-])=O)=C/C=1NC=CC1OC)=O ((Z)-4-[2,3-dihydro-3-[(3-methoxy-1H-pyrrol-2-yl)methylene]-5-nitro-2-oxo-1H-indol-4-yl]-benzoic acid methyl ester). Isolated yield 71.4%. As a reaction SMILES: [CH3:1][O:2][C:3]([C:5]1[CH:10]=[CH:9][C:8](B(O)O)=[CH:7][CH:6]=1)=[O:4].Br[C:15]1[C:23]([N+:24]([O-:26])=[O:25])=[CH:22][CH:21]=[C:20]2[C:16]=1/[C:17](=[CH:28]/[C:29]1[NH:30][CH:31]=[CH:32][C:33]=1[O:34][CH3:35])/[C:18](=[O:27])[NH:19]2.C([O-])([O-])=O.[Na+].[Na+]>COCCOC>[CH3:1][O:2][C:3](=[O:4])[C:5]1[CH:10]=[CH:9][C:8]([C:15]2[C:23]([N+:24]([O-:26])=[O:25])=[CH:22][CH:21]=[C:20]3[C:16]=2/[C:17](=[CH:28]/[C:29]2[NH:30][CH:31]=[CH:32][C:33]=2[O:34][CH3:35])/[C:18](=[O:27])[NH:19]3)=[CH:7][CH:6]=1 |f:2.3.4|. Procedure details: Using Method S above, 4-methoxycarbonyl-phenyl boronic acid (29.6 mg, 0.164 mmol) (from Step A above) was coupled with (Z)-4-bromo-1,3-dihydro-3-[(3-methoxy-1H-pyrrol-2-yl)methylene]-5-nitro-2H-indol-2-one (50 mg, 0.137 mmol) (Starting Material 6) using DPPFPdCl2 (5.6 mg) (Aldrich) as catalyst in aqueous 2M Na2CO3 (0.14 mL, 0.28 mmol) and DME (5 mL) at reflux for 18 h to give (Z)-4-[2,3-dihydro-3-[(3-methoxy-1H-pyrrol-2-yl)methylene]-5-nitro-2-oxo-1H-indol-4-yl]-benzoic acid methyl ester (yield:...